This data is from the Open Reaction Database (ORD), a public repository of structured organic reaction records. The task is: describe an organic reaction: reactants, conditions, products, and yield Starting materials: C1CC(=O)N(C1=O)Br (NBS), C1CC(=O)N(C1=O)Br (NBS), C(C1=CC=CC=C1)(=O)OOC(C1=CC=CC=C1)=O (dibenzoyl peroxide), ClC1=CC=C(C=C1)C1=NC(=NC=C1C)C (4-(4-chlorophenyl)-2,5-dimethylpyrimidine), C1(CCC(N1)=O)=O (succinimide). Run in C(Cl)(Cl)(Cl)Cl (CCl4). Yields the product BrCC=1C(=NC(=NC1)C)C1=CC=C(C=C1)Cl (5-bromomethyl-4-(4-chlorophenyl)-2-methylpyrimidine). Isolated yield 63.5%. Reaction SMILES: C1C(=O)N([Br:8])C(=O)C1.C(OOC(=O)C1C=CC=CC=1)(=O)C1C=CC=CC=1.[Cl:27][C:28]1[CH:33]=[CH:32][C:31]([C:34]2[C:39]([CH3:40])=[CH:38][N:37]=[C:36]([CH3:41])[N:35]=2)=[CH:30][CH:29]=1.C1(=O)NC(=O)CC1>C(Cl)(Cl)(Cl)Cl>[Br:8][CH2:40][C:39]1[C:34]([C:31]2[CH:30]=[CH:29][C:28]([Cl:27])=[CH:33][CH:32]=2)=[N:35][C:36]([CH3:41])=[N:37][CH:38]=1. Reported procedure: 2.26 g (12.7 mmol) of NBS and 3 mg of dibenzoyl peroxide were added to a solution of 2.73 g (12.5 mmol) of 4-(4-chlorophenyl)-2,5-dimethylpyrimidine in 48 ml of CCl4, and the mixture was refluxed for 5 minutes with stirring and irradiation (cf. Example 25). The NBS had then been converted into succinimide. This was filtered off at room temperature through a filtration aid and washed with CCl4, and the filtrate was evaporated in vacuo. The residue was dissolved in about 60 ml of diisopropyl ether...